Dataset: the Open Reaction Database (ORD), a public repository of structured organic reaction records. Task: describe an organic reaction: reactants, conditions, products, and yield Starting materials: C(=O)(Cl)Cl (phosgene), CC1=NN=C(S1)N (5-methyl-2-amino-1,3,4-thiadiazole). Solvent: C(C)(=O)OCC (ethyl acetate), C(C)(=O)OCC (ethyl acetate). Reaction conditions: time 16 hour. The product is CC1=NN=C(S1)N=C=O (5-methyl-1,3,4-thiadiazol-2-yl isocyanate). RXN SMILES: [C:1](Cl)(Cl)=[O:2].[CH3:5][C:6]1[S:10][C:9]([NH2:11])=[N:8][N:7]=1>C(OCC)(=O)C>[CH3:5][C:6]1[S:10][C:9]([N:11]=[C:1]=[O:2])=[N:8][N:7]=1. Reported procedure: A saturated solution of phosgene in ethyl acetate (100 ml) is charged into a glass reaction vessel equipped with a mechanical stirrer. A slurry of 5-methyl-2-amino-1,3,4-thiadiazole (40 grams) in ethyl acetate (300 ml) is added to the reaction vessel, and the resulting mixture is stirred for a period of about 16 hours, resulting in the formation of a precipitate. The reaction mixture is then purged with nitrogen gas to remove unreacted phosgene. The purged mixture is then filtered to recover the... Reactants: CO, ClCCl, N#Cc1ncc(CO)cc1Cl. The product is N#Cc1ncc(C=O)cc1Cl. As a reaction SMILES: [CH3:12][OH:13].[Cl:14][CH2:15][Cl:16].[Cl:1][c:2]1[c:3]([C:10]#[N:11])[n:4][cH:5][c:6]([CH2:8][OH:9])[cH:7]1>>[Cl:1][c:2]1[c:3]([C:10]#[N:11])[n:4][cH:5][c:6]([CH:8]=[O:9])[cH:7]1. Starting materials: N1(CCCC1)C1=NC(=CC(=N1)N1CCNCCC1)N1CCCC1 (1-[2,6-di(1-pyrrolidinyl)-4-pyrimidinyl]homopiperazine), C1=C(C=CC2=CC=CC=C12)OCC(=O)O (2-(2-naphthyloxy)acetic acid). Run in O1CCCC1 (tetrahydrofuran), O1CCCC1 (tetrahydrofuran). The product is C1=C(C=CC2=CC=CC=C12)OCC(=O)N1CCN(CCC1)C1=NC(=NC(=C1)N1CCCC1)N1CCCC1 (1-[2-(2-Naphthyloxy)acetyl]-4-[2,6-di(1-pyrrolidinyl)-4-pyrimidinyl]homopiperazine). The yield is 28.0%. As a reaction SMILES: [CH:1]1[C:10]2[C:5](=[CH:6][CH:7]=[CH:8][CH:9]=2)[CH:4]=[CH:3][C:2]=1[O:11][CH2:12][C:13]([OH:15])=O.[N:16]1([C:21]2[N:26]=[C:25]([N:27]3[CH2:33][CH2:32][CH2:31][NH:30][CH2:29][CH2:28]3)[CH:24]=[C:23]([N:34]3[CH2:38][CH2:37][CH2:36][CH2:35]3)[N:22]=2)[CH2:20][CH2:19][CH2:18][CH2:17]1>O1CCCC1>[CH:1]1[C:10]2[C:5](=[CH:6][CH:7]=[CH:8][CH:9]=2)[CH:4]=[CH:3][C:2]=1[O:11][CH2:12][C:13]([N:30]1[CH2:31][CH2:32][CH2:33][N:27]([C:25]2[CH:24]=[C:23]([N:34]3[CH2:35][CH2:36][CH2:37][CH2:38]3)[N:22]=[C:21]([N:16]3[CH2:17][CH2:18][CH2:19][CH2:20]3)[N:26]=2)[CH2:28][CH2:29]1)=[O:15]. Reported procedure: To a solution of 2-(2-naphthyloxy)acetic acid (1.1 g, 5.0 mmol) in anhydrous tetrahydrofuran (25 ml) carbonyl-diimidazole (0.80 g, 5.0 mmol) was added in portions, under stirring at room temperature. After 15 minutes a solution of 1-[2,6-di(1-pyrrolidinyl)-4-pyrimidinyl]homopiperazine (1.58 g, 5.0 mmol) in anhydrous tetrahydrofuran (15 ml) was added dropwise. The mixture was stirred at room temperature for 8 hours and the solvent was distilled off under reduced pressure. The residue was dissolve... Starting materials: ClC1=CC=C(C=C1)SC1=C(N=C(N1C)C1=NC=CC=C1)C1=CC=C(C(=O)NN)C=C1 (4-{5-[(4-Chlorophenyl)thio]-1-methyl-2-pyridin-2-yl-1H-imidazol-4-yl}benzohydrazide), C(=O)O (formic acid). Reaction conditions: time 8 hour. The product is ClC1=CC=C(C=C1)SC1=C(N=C(N1C)C1=NC=CC=C1)C1=CC=C(C(=O)NNC=O)C=C1 (4-{5-[(4-Chlorophenyl)thio]-1-methyl-2-pyridin-2-yl-1H-imidazol-4-yl}-N′-formylbenzohydrazide). Reaction SMILES: [Cl:1][C:2]1[CH:7]=[CH:6][C:5]([S:8][C:9]2[N:13]([CH3:14])[C:12]([C:15]3[CH:20]=[CH:19][CH:18]=[CH:17][N:16]=3)=[N:11][C:10]=2[C:21]2[CH:30]=[CH:29][C:24]([C:25]([NH:27][NH2:28])=[O:26])=[CH:23][CH:22]=2)=[CH:4][CH:3]=1.[CH:31](O)=[O:32]>>[Cl:1][C:2]1[CH:7]=[CH:6][C:5]([S:8][C:9]2[N:13]([CH3:14])[C:12]([C:15]3[CH:20]=[CH:19][CH:18]=[CH:17][N:16]=3)=[N:11][C:10]=2[C:21]2[CH:22]=[CH:23][C:24]([C:25]([NH:27][NH:28][CH:31]=[O:32])=[O:26])=[CH:29][CH:30]=2)=[CH:4][CH:3]=1. Reported procedure: 4-{5-[(4-Chlorophenyl)thio]-1-methyl-2-pyridin-2-yl-1H-imidazol-4-yl}benzohydrazide (Step 1 of Example 48, 400 mg) was dissolved in 3 mL of formic acid. After stirring overnight, the volatiles were removed under reduced pressure to afford the title compound. 1H NMR (500 MHz, (CDCl3): 8.84 (broad d, 1H), 8.41 (d, 1H), 8.19 (d, 2H), 7.85 (t, 1H), 7.48 (broad d, 2H), 7.38 (t, 1H), 7.23 (d, 2H), 7.04 (d, 2H), 4.14 (s, 3H). LCMS: m/z 464, (M+H)+. Starting materials: CC(C)(C)P(c1ccccc1-c1ccccc1)C(C)(C)C, CC(=O)[O-], CC(=O)[O-], Clc1ccc2ccnc(N3CCN(Cc4ccccc4)CC3)c2c1, CC(C)(C)[O-], CNC, [Na+], C1CCOC1, C1CCOC1, [Pd+2]. Yields the product CN(C)c1ccc2ccnc(N3CCN(Cc4ccccc4)CC3)c2c1. Reaction SMILES: [C:25]([P:26]([C:27]([CH3:28])([CH3:29])[CH3:30])[c:31]1[cH:32][cH:33][cH:34][cH:35][c:36]1-[c:37]1[cH:38][cH:39][cH:40][cH:41][cH:42]1)([CH3:43])([CH3:44])[CH3:45].[C:65]([O-:66])(=[O:67])[CH3:68].[C:70]([O-:71])(=[O:72])[CH3:73].[CH2:1]([c:2]1[cH:3][cH:4][cH:5][cH:6][cH:7]1)[N:8]1[CH2:9][CH2:10][N:11]([c:14]2[n:15][cH:16][cH:17][c:18]3[cH:19][cH:20][c:21]([Cl:24])[cH:22][c:23]23)[CH2:12][CH2:13]1.[CH3:46][C:47]([CH3:48])([O-:49])[CH3:50].[CH3:57][NH:58][CH3:59].[Na+:51].[O:52]1[CH2:53][CH2:54][CH2:55][CH2:56]1.[O:60]1[CH2:61][CH2:62][CH2:63][CH2:64]1.[Pd+2:69]>>[CH2:1]([c:2]1[cH:3][cH:4][cH:5][cH:6][cH:7]1)[N:8]1[CH2:9][CH2:10][N:11]([c:14]2[n:15][cH:16][cH:17][c:18]3[cH:19][cH:20][c:21]([N:58]([CH3:57])[CH3:59])[cH:22][c:23]23)[CH2:12][CH2:13]1. Reactants: O=C(C1CCNCC1)N(CCCN1CCC(Cc2ccccc2)CC1)c1ccc(Cl)c(Cl)c1, CCN=C=NCCCN(C)C, Cl, CN(C)C=O, O=C(O)c1ccccn1, On1nnc2ccccc21. Product: O=C(c1ccccn1)N1CCC(C(=O)N(CCCN2CCC(Cc3ccccc3)CC2)c2ccc(Cl)c(Cl)c2)CC1. RXN SMILES: [CH2:1]([c:2]1[cH:3][cH:4][cH:5][cH:6][cH:7]1)[CH:8]1[CH2:9][CH2:10][N:11]([CH2:14][CH2:15][CH2:16][N:17]([C:18](=[O:19])[CH:20]2[CH2:21][CH2:22][NH:23][CH2:24][CH2:25]2)[c:26]2[cH:27][c:28]([Cl:33])[c:29]([Cl:32])[cH:30][cH:31]2)[CH2:12][CH2:13]1.[CH3:54][N:55]([CH3:56])[CH2:57][CH2:58][CH2:59][N:60]=[C:61]=[N:62][CH2:63][CH3:64].[ClH:53].[O:65]=[CH:66][N:67]([CH3:68])[CH3:69].[OH:34][C:35](=[O:36])[c:37]1[cH:38][cH:39][cH:40][cH:41][n:42]1.[OH:43][n:44]1[c:45]2[cH:46][cH:47][cH:48][cH:49][c:50]2[n:51][n:52]1>>[CH2:1]([c:2]1[cH:3][cH:4][cH:5][cH:6][cH:7]1)[CH:8]1[CH2:9][CH2:10][N:11]([CH2:14][CH2:15][CH2:16][N:17]([C:18](=[O:19])[CH:20]2[CH2:21][CH2:22][N:23]([C:35](=[O:34])[c:37]3[cH:38][cH:39][cH:40][cH:41][n:42]3)[CH2:24][CH2:25]2)[c:26]2[cH:27][c:28]([Cl:33])[c:29]([Cl:32])[cH:30][cH:31]2)[CH2:12][CH2:13]1. Starting materials: CO, Cl, NO, [Na+], [OH-], O, COc1ccc(CC(=O)c2ccc(OC)cc2)cc1. Product: COc1ccc(CC(=NO)c2ccc(OC)cc2)cc1. RXN SMILES: [CH3:25][OH:26].[ClH:20].[NH2:21][OH:22].[Na+:24].[OH-:23].[OH2:27].[c:1]1([C:9](=[O:10])[CH2:11][c:12]2[cH:13][cH:14][c:15]([O:16][CH3:17])[cH:18][cH:19]2)[cH:2][cH:3][c:4]([O:5][CH3:6])[cH:7][cH:8]1>>[c:1]1([C:9]([CH2:11][c:12]2[cH:13][cH:14][c:15]([O:16][CH3:17])[cH:18][cH:19]2)=[N:21][OH:22])[cH:2][cH:3][c:4]([O:5][CH3:6])[cH:7][cH:8]1. Starting materials: COC=1C=CC(=C(N)C1)C#CC(C)C (5-methoxy-2-(3-methylbut-1-ynyl)aniline), COC=1C=CC(=C(N)C1)C#CC(C)C (5-methoxy-2-(3-methylbut-1-ynyl)aniline). The reagents and catalysts are [Cu]I (CuI). The solvent is CN(C)C=O (DMF). Run at temperature 160 celsius, time 1.5 hour. The product is C(C)(C)C=1NC2=CC(=CC=C2C1)OC (2-Isopropyl-6-methoxy-1H-indole). Reaction SMILES: [CH3:1][O:2][C:3]1[CH:4]=[CH:5][C:6]([C:10]#[C:11][CH:12]([CH3:14])[CH3:13])=[C:7]([CH:9]=1)[NH2:8]>CN(C=O)C.[Cu]I>[CH:12]([C:11]1[NH:8][C:7]2[C:6]([CH:10]=1)=[CH:5][CH:4]=[C:3]([O:2][CH3:1])[CH:9]=2)([CH3:14])[CH3:13]. Procedure details: To a solution of 5-methoxy-2-(3-methylbut-1-ynyl)aniline (Compound 135, 1.8 g, 9.5 mmol) in DMF (20 ml) was added CuI (101 mg, 0.53 mmol). The reaction was stirred at 160° C. for 1.5 h. The solvent was removed in vacuo and the residue was purified by chromatography on silica gel (0→25% EtOAc-hexanes) to yield the title compound as a brownish red solid.